Dataset: the Open Reaction Database (ORD), a public repository of structured organic reaction records. Task: describe an organic reaction: reactants, conditions, products, and yield The reactants are CO, ClC(Cl)Cl, O=c1ncc(Cl)cn1COCc1ccc(COC2CCCCO2)cc1. Yields the product O=c1ncc(Cl)cn1COCc1ccc(CO)cc1. Reaction SMILES: [CH3:26][OH:27].[CH:28]([Cl:29])([Cl:30])[Cl:31].[O:1]1[CH2:2][CH2:3][CH2:4][CH2:5][CH:6]1[O:7][CH2:8][c:9]1[cH:10][cH:11][c:12]([CH2:13][O:14][CH2:15][n:16]2[c:17](=[O:23])[n:18][cH:19][c:20]([Cl:22])[cH:21]2)[cH:24][cH:25]1>>[OH:7][CH2:8][c:9]1[cH:10][cH:11][c:12]([CH2:13][O:14][CH2:15][n:16]2[c:17](=[O:23])[n:18][cH:19][c:20]([Cl:22])[cH:21]2)[cH:24][cH:25]1. Starting materials: COC(=O)CC(Cc1ccc(OC(=O)OC(C)(C)C)cc1)c1nc(C(=O)OCc2ccccc2)co1, CCO. The product is COC(=O)CC(Cc1ccc(OC(=O)OC(C)(C)C)cc1)c1nc(C(=O)O)co1. As a reaction SMILES: [CH2:1]([c:2]1[cH:3][cH:4][cH:5][cH:6][cH:7]1)[O:8][C:9](=[O:10])[c:11]1[n:12][c:13]([CH:16]([CH2:17][C:18](=[O:19])[O:20][CH3:21])[CH2:22][c:23]2[cH:24][cH:25][c:26]([O:29][C:30](=[O:31])[O:32][C:33]([CH3:34])([CH3:35])[CH3:36])[cH:27][cH:28]2)[o:14][cH:15]1.[CH3:37][CH2:38][OH:39]>>[O:8]=[C:9]([OH:10])[c:11]1[n:12][c:13]([CH:16]([CH2:17][C:18](=[O:19])[O:20][CH3:21])[CH2:22][c:23]2[cH:24][cH:25][c:26]([O:29][C:30](=[O:31])[O:32][C:33]([CH3:34])([CH3:35])[CH3:36])[cH:27][cH:28]2)[o:14][cH:15]1. Reaction SMILES: [Br:1][CH2:2][C:3]([CH2:4][CH3:5])=[O:6].[CH3:13][C:14]#[N:15].[CH:7](=[O:8])[N-:9][CH:10]=[O:11].[Na+:12]>>[CH2:2]([C:3]([CH2:4][CH3:5])=[O:6])[N:9]([CH:7]=[O:8])[CH:10]=[O:11]. The product is CCC(=O)CN(C=O)C=O. The reactants are CCC(=O)CBr, CC#N, O=C[N-]C=O, [Na+]. Reactants: C(CC)OC1=CC=C(C=C1)C#CC1=CC=C(C=C1)C(CN)C (2-[4-(4-propoxy-phenylethynyl)-phenyl]-propylamine), TEA, C(C)(=O)Cl (acetyl chloride). Run in C(Cl)Cl (DCM). Run at time 3 hour. The product is C(CC)OC1=CC=C(C=C1)C#CC1=CC=C(C=C1)C(CNC(C)=O)C (N-{2-[4-(4-Propoxy-phenylethynyl)-phenyl]-propyl}-acetamide). RXN SMILES: [CH2:1]([O:4][C:5]1[CH:10]=[CH:9][C:8]([C:11]#[C:12][C:13]2[CH:18]=[CH:17][C:16]([CH:19]([CH3:22])[CH2:20][NH2:21])=[CH:15][CH:14]=2)=[CH:7][CH:6]=1)[CH2:2][CH3:3].[C:23](Cl)(=[O:25])[CH3:24]>C(Cl)Cl>[CH2:1]([O:4][C:5]1[CH:10]=[CH:9][C:8]([C:11]#[C:12][C:13]2[CH:14]=[CH:15][C:16]([CH:19]([CH3:22])[CH2:20][NH:21][C:23](=[O:25])[CH3:24])=[CH:17][CH:18]=2)=[CH:7][CH:6]=1)[CH2:2][CH3:3]. Reported procedure: To 0.12 g (0.41 mmol) 2-[4-(4-propoxy-phenylethynyl)-phenyl]-propylamine (I65) in 5.0 mL DCM are consecutively added 0.14 mL (1.02 mmol) TEA and 34.9 μL (0.49 mmol) acetyl chloride. The reaction mixture is stirred at r.t. for 3 h. The solvent is removed in vacuo and the residue is purified by HPLC (MeOH/H2O/NH3).